describe an organic reaction: reactants, conditions, products, and yield From a dataset of the Open Reaction Database (ORD), a public repository of structured organic reaction records. The reactants are B, C1CCOC1, CSC, CC(C)(C)OC(=O)N1CCC2(CC1)CNC(=O)C(F)(F)O2. Product: CC(C)(C)OC(=O)N1CCC2(CC1)CNCC(F)(F)O2. Reaction SMILES: [BH3:4].[CH2:26]1[O:27][CH2:28][CH2:29][CH2:30]1.[CH3:1][S:2][CH3:3].[F:5][C:6]1([F:25])[O:7][C:8]2([CH2:9][NH:10][C:11]1=[O:12])[CH2:13][CH2:14][N:15]([C:18](=[O:19])[O:20][C:21]([CH3:22])([CH3:23])[CH3:24])[CH2:16][CH2:17]2>>[F:5][C:6]1([F:25])[O:7][C:8]2([CH2:9][NH:10][CH2:11]1)[CH2:13][CH2:14][N:15]([C:18](=[O:19])[O:20][C:21]([CH3:22])([CH3:23])[CH3:24])[CH2:16][CH2:17]2. Reactants: ClC=1OC(=C(N1)C)C1=CC=C(C=C1)Cl (2-chloro-5-(4-chlorophenyl)-4-methyl-1,3-oxazole), Example 1A, C(C)#N (acetonitrile). The product is ClC1=CC=C(C=C1)C1=C(N=C(O1)NC=1C=CC=C2CCC(CC12)O)C (8-{[5-(4-chlorophenyl)-4-methyl-1,3-oxazol-2-yl]amino}-1,2,3,4-tetrahydronaphthalen-2-ol). The yield is 17.0%. RXN SMILES: Cl[C:2]1[O:3][C:4]([C:8]2[CH:13]=[CH:12][C:11]([Cl:14])=[CH:10][CH:9]=2)=[C:5]([CH3:7])[N:6]=1.[C:15](#[N:17])[CH3:16]>>[Cl:14][C:11]1[CH:12]=[CH:13][C:8]([C:4]2[O:3][C:2]([NH:17][C:15]3[CH:13]=[CH:12][CH:11]=[C:10]4[C:16]=3[CH2:5][CH:4]([OH:3])[CH2:8][CH2:9]4)=[N:6][C:5]=2[CH3:7])=[CH:9][CH:10]=1. Procedure details: A mixture of Example 13D (540 mg, 2.37 mmol) and Example 1A (657 mg, 2.37 mmol) in acetonitrile (6 mL) was heated in a microwave reactor at 150° C. for 20 minutes. The reaction was cooled and the solvent was evaporated. The residue was dissolved in tetrahydrofuran (20 mL) and 10 mL 6N HCl and the mixture was stirred several hours at ambient temperature. The mixture was then diluted with ethyl acetate, and the organic phase was washed with water, brine, dried over Na2SO4, filtered, and evaporated... Reactants: O=C([O-])[O-], CCOC(=O)c1cc(N)cnc1C, C1COCCO1, COc1ccc(-c2cnc(Cl)nc2)cc1, [Cs+], [Cs+], CC(=O)[O-], CC(=O)[O-], [Pd+2]. The product is CCOC(=O)c1cc(Nc2ncc(-c3ccc(OC)cc3)cn2)cnc1C. Reaction SMILES: [C:29](=[O:30])([O-:31])[O-:32].[CH2:1]([CH3:2])[O:3][C:4]([c:5]1[c:6]([CH3:12])[n:7][cH:8][c:9]([NH2:11])[cH:10]1)=[O:13].[CH2:44]1[O:45][CH2:46][CH2:47][O:48][CH2:49]1.[Cl:14][c:15]1[n:16][cH:17][c:18](-[c:21]2[cH:22][cH:23][c:24]([O:27][CH3:28])[cH:25][cH:26]2)[cH:19][n:20]1.[Cs+:33].[Cs+:34].[O-:36][C:37]([CH3:38])=[O:39].[O-:40][C:41]([CH3:42])=[O:43].[Pd+2:35]>>[CH2:1]([CH3:2])[O:3][C:4]([c:5]1[c:6]([CH3:12])[n:7][cH:8][c:9]([NH:11][c:15]2[n:16][cH:17][c:18](-[c:21]3[cH:22][cH:23][c:24]([O:27][CH3:28])[cH:25][cH:26]3)[cH:19][n:20]2)[cH:10]1)=[O:13]. The reactants are C(C)(C)(C)OC(=O)N1CCC(CC1)O (4-hydroxy-piperidine-1-carboxylic acid tert-butyl ester), [H-].[Na+] (NaH), O (water), BrC=1C=C(C=CC1OC1CCCCC1)C1=C(N=NC(=C1)Cl)CCCC (4-(3-Bromo-4-cyclohexyloxy-phenyl)-3-butyl-6-chloro-pyridazine). Run in C1CCOC1 (THF). Conditions: time 30 minute. Yields the product C(C)(C)(C)OC(=O)N1CCC(CC1)OC=1N=NC(=C(C1)C1=CC(=C(C=C1)OC1CCCCC1)Br)CCCC (4-[5-(3-bromo-4-cyclohexyloxy-phenyl)-6-butyl-pyridazin-3-yloxy]-piperidine-1-carboxylic acid tert-butyl ester). Isolated yield 77.7%. As a reaction SMILES: [C:1]([O:5][C:6]([N:8]1[CH2:13][CH2:12][CH:11]([OH:14])[CH2:10][CH2:9]1)=[O:7])([CH3:4])([CH3:3])[CH3:2].[H-].[Na+].[Br:17][C:18]1[CH:19]=[C:20]([C:31]2[CH:36]=[C:35](Cl)[N:34]=[N:33][C:32]=2[CH2:38][CH2:39][CH2:40][CH3:41])[CH:21]=[CH:22][C:23]=1[O:24][CH:25]1[CH2:30][CH2:29][CH2:28][CH2:27][CH2:26]1.O>C1COCC1>[C:1]([O:5][C:6]([N:8]1[CH2:13][CH2:12][CH:11]([O:14][C:35]2[N:34]=[N:33][C:32]([CH2:38][CH2:39][CH2:40][CH3:41])=[C:31]([C:20]3[CH:21]=[CH:22][C:23]([O:24][CH:25]4[CH2:30][CH2:29][CH2:28][CH2:27][CH2:26]4)=[C:18]([Br:17])[CH:19]=3)[CH:36]=2)[CH2:10][CH2:9]1)=[O:7])([CH3:4])([CH3:2])[CH3:3] |f:1.2|. Reported procedure: To a stirred solution of 4-hydroxy-piperidine-1-carboxylic acid tert-butyl ester (5.33 mmol, 1.07 g) in THF at room temperature, NaH (100 mg, 4.5 mmol) was added and stirring continued for 30 min then 4-(3-Bromo-4-cyclohexyloxy-phenyl)-3-butyl-6-chloro-pyridazine (3.50 mmol, 1.5 g) was added. The resulting mixture was stirred at 50° C. for over night, poured into water and extracted with ethyl acetate. The organic layer was washed with water, brine dried (Na2SO4) filtered and concentrated under ... The reactants are C(CCC)N(C(COC1=CC=C(C=C1)CCOC1=C(C(=O)OC)C=CC=C1)=O)CC1=C(C=C(C=C1)C(F)(F)F)F (Methyl 2-{2-[4-(2-{butyl[2-fluoro-4-(trifluoromethyl)benzyl]amino}-2-oxoethoxy)phenyl]ethoxy}benzoate), [OH-].[Li+] (Lithium hydroxide). The solvent is C1CCOC1.O (THF water). Product: C(CCC)N(C(COC1=CC=C(C=C1)CCOC1=C(C(=O)O)C=CC=C1)=O)CC1=C(C=C(C=C1)C(F)(F)F)F (2-{2-[4-(2-{butyl[2-fluoro-4-(trifluoromethyl)benzyl]amino}-2-oxoethoxy)phenyl]ethoxy}benzoic acid). Isolated yield 94.4%. As a reaction SMILES: [CH2:1]([N:5]([CH2:29][C:30]1[CH:35]=[CH:34][C:33]([C:36]([F:39])([F:38])[F:37])=[CH:32][C:31]=1[F:40])[C:6](=[O:28])[CH2:7][O:8][C:9]1[CH:14]=[CH:13][C:12]([CH2:15][CH2:16][O:17][C:18]2[CH:27]=[CH:26][CH:25]=[CH:24][C:19]=2[C:20]([O:22]C)=[O:21])=[CH:11][CH:10]=1)[CH2:2][CH2:3][CH3:4].[OH-].[Li+]>C1COCC1.O>[CH2:1]([N:5]([CH2:29][C:30]1[CH:35]=[CH:34][C:33]([C:36]([F:37])([F:38])[F:39])=[CH:32][C:31]=1[F:40])[C:6](=[O:28])[CH2:7][O:8][C:9]1[CH:14]=[CH:13][C:12]([CH2:15][CH2:16][O:17][C:18]2[CH:27]=[CH:26][CH:25]=[CH:24][C:19]=2[C:20]([OH:22])=[O:21])=[CH:11][CH:10]=1)[CH2:2][CH2:3][CH3:4] |f:1.2,3.4|. Procedure: Methyl 2-{2-[4-(2-{butyl[2-fluoro-4-(trifluoromethyl)benzyl]amino}-2-oxoethoxy)phenyl]ethoxy}benzoate (0.230 g, 0.410 mmol) was dissolved in a mixture of THF/water (1/1, 4 ml). Lithium hydroxide (0.015 g, 0.617 mmol) was added. The reaction was performed in an single node microwave oven (14 min, 150 deg). Work-up by removing the solvent by evaporation and addition of HCl (2 ml, 1 M). The water-phase was extracted with two portions of EtOAc (20 ml). The organic phase was dried (MgSO4) and the sol...